Dataset: the Open Reaction Database (ORD), a public repository of structured organic reaction records. Task: describe an organic reaction: reactants, conditions, products, and yield Starting materials: BrC1=CC2=C(N=CC(N2)=O)N=C1 (7-bromopyrido(2,3-b)pyrazin-2(1H)-one), C[O-].[Na+].CO (sodium methoxide methanol), C(C)(=O)OCC (ethyl acetate), BrCC1OCCO1 (2-bromomethyl-1,3-dioxolan). Reagents/catalysts: [Cu]Br (copper (I) bromide). Solvent: CN(C=O)C (N,N-dimethylformamide), O (water). Reaction conditions: temperature 85 celsius, time 3 hour. Product: O1C(OCC1)CN1C2=C(N=CC1=O)N=CC(=C2)OC (1-(1,3-dioxolan-2-ylmethyl)-7-methoxypyrido(2,3-b)pyrazin-2(1H)-one). RXN SMILES: Br[C:2]1[CH:12]=[N:11][C:5]2[N:6]=[CH:7][C:8](=[O:10])[NH:9][C:4]=2[CH:3]=1.C[O-].[Na+].CO.Br[CH2:19][CH:20]1[O:24][CH2:23][CH2:22][O:21]1.[C:25](OCC)(=[O:27])C>CN(C)C=O.[Cu]Br.O>[O:21]1[CH2:22][CH2:23][O:24][CH:20]1[CH2:19][N:9]1[C:8](=[O:10])[CH:7]=[N:6][C:5]2[N:11]=[CH:12][C:2]([O:27][CH3:25])=[CH:3][C:4]1=2 |f:1.2.3|. Procedure details: To a suspension of 4.0 g of 7-bromopyrido(2,3-b)pyrazin-2(1H)-one in 40 mL of N,N-dimethylformamide, 8.2 g of a 28% sodium methoxide/methanol solution and 0.25 g of copper (I) bromide were added at room temperature, and the mixture was stirred at 80 to 90° C. for 3 hours under a nitrogen atmosphere. The reaction mixture was cooled to 55° C., thereto was added 2.8 mL of 2-bromomethyl-1,3-dioxolan, and the mixture was stirred at 80 to 90° C. for 1 hour 30 minutes under a nitrogen atmosphere. The r...